Dataset: the Open Reaction Database (ORD), a public repository of structured organic reaction records. Task: describe an organic reaction: reactants, conditions, products, and yield Reactants: CCN(c1cc(-c2ccc(CN3CCOCC3)cc2)cc(C(=O)NCc2c(C)cc(C)[nH]c2=O)c1C)C1CCSCC1, ClCCl, O=C(OO)c1cccc(Cl)c1. Product: CCN(c1cc(-c2ccc(CN3CCOCC3)cc2)cc(C(=O)NCc2c(C)cc(C)[nH]c2=O)c1C)C1CCS(=O)CC1. Reaction SMILES: [CH3:1][c:2]1[c:3]([CH2:10][NH:11][C:12](=[O:13])[c:14]2[cH:15][c:16](-[c:30]3[cH:31][cH:32][c:33]([CH2:36][N:37]4[CH2:38][CH2:39][O:40][CH2:41][CH2:42]4)[cH:34][cH:35]3)[cH:17][c:18]([N:21]([CH:22]3[CH2:23][CH2:24][S:25][CH2:26][CH2:27]3)[CH2:28][CH3:29])[c:19]2[CH3:20])[c:4](=[O:9])[nH:5][c:6]([CH3:8])[cH:7]1.[Cl:54][CH2:55][Cl:56].[OH:43][O:44][C:45]([c:46]1[cH:47][c:48]([Cl:49])[cH:50][cH:51][cH:52]1)=[O:53]>>[CH3:1][c:2]1[c:3]([CH2:10][NH:11][C:12](=[O:13])[c:14]2[cH:15][c:16](-[c:30]3[cH:31][cH:32][c:33]([CH2:36][N:37]4[CH2:38][CH2:39][O:40][CH2:41][CH2:42]4)[cH:34][cH:35]3)[cH:17][c:18]([N:21]([CH:22]3[CH2:23][CH2:24][S:25](=[O:43])[CH2:26][CH2:27]3)[CH2:28][CH3:29])[c:19]2[CH3:20])[c:4](=[O:9])[nH:5][c:6]([CH3:8])[cH:7]1. Reactants: O=C([O-])O, CCOC(C)=O, Cl, [Na+], O, NC(Cc1ccc(C(F)(F)F)cc1)C(O)c1cccc2ccccc12, O=C(Cl)c1cccc2ccccc12. Yields the product O=C(NC(Cc1ccc(C(F)(F)F)cc1)C(O)c1cccc2ccccc12)c1cccc2ccccc12. Reaction SMILES: [C:40](=[O:41])([O-:42])[OH:43].[CH3:45][CH2:46][O:47][C:48](=[O:49])[CH3:50].[ClH:1].[Na+:44].[OH2:51].[OH:2][CH:3]([CH:4]([CH2:5][c:6]1[cH:7][cH:8][c:9]([C:12]([F:13])([F:14])[F:15])[cH:10][cH:11]1)[NH2:16])[c:17]1[cH:18][cH:19][cH:20][c:21]2[cH:22][cH:23][cH:24][cH:25][c:26]12.[c:27]1([C:37](=[O:38])[Cl:39])[cH:28][cH:29][cH:30][c:31]2[cH:32][cH:33][cH:34][cH:35][c:36]12>>[OH:2][CH:3]([CH:4]([CH2:5][c:6]1[cH:7][cH:8][c:9]([C:12]([F:13])([F:14])[F:15])[cH:10][cH:11]1)[NH:16][C:37]([c:27]1[cH:28][cH:29][cH:30][c:31]2[cH:32][cH:33][cH:34][cH:35][c:36]12)=[O:38])[c:17]1[cH:18][cH:19][cH:20][c:21]2[cH:22][cH:23][cH:24][cH:25][c:26]12. Reactants: C1(=CC=CC=C1)O (phenol), C([O-])([O-])=O.[K+].[K+] (potassium carbonate), COCCBr (bromoethyl methyl ether), CC=1C(=C(C=CC1)O)[N+](=O)[O-] (3-methyl-2-nitrophenol). Run in CN(C)C=O (DMF), O (water). Conditions: temperature 50 celsius, time 48 hour. The product is COCCOC1=C(C(=CC=C1)C)[N+](=O)[O-] (1-(2-methoxy-ethoxy)-3-methyl-2-nitrobenzene). RXN SMILES: [CH3:1][C:2]1[C:3]([N+:9]([O-:11])=[O:10])=[C:4]([OH:8])[CH:5]=[CH:6][CH:7]=1.C1(O)C=CC=CC=1.C(=O)([O-])[O-].[K+].[K+].[CH3:25][O:26][CH2:27][CH2:28]Br>CN(C=O)C.O>[CH3:25][O:26][CH2:27][CH2:28][O:8][C:4]1[CH:5]=[CH:6][CH:7]=[C:2]([CH3:1])[C:3]=1[N+:9]([O-:11])=[O:10] |f:2.3.4|. Procedure: The required 1-(2-methoxy-ethoxy)-3-methyl-2-nitrobenzene was prepared from 3-methyl-2-nitrophenol. To a stirred solution of the phenol (2.0 g, 13.1 mmol) in DMF (65 mL) was added potassium carbonate (2.16 g, 15.7 mmol) and bromoethyl methyl ether (1.47 mL, 15.7 mmol) at room temperature. After the mixture was stirred at 50° C. for 48 h, water was added. The mixture was extracted with EtOAc (3×), washed with brine, dried over anhydrous MgSO4 filtered and evaporated. After chromatographic purific... The reactants are CC[SiH](CC)CC, Cc1ncn(S(=O)(=O)N(C)C)c1C(O)c1ccc2c(c1)OCCO2, ClCCl, O=C(O)C(F)(F)F. The product is Cc1ncn(S(=O)(=O)N(C)C)c1Cc1ccc2c(c1)OCCO2. RXN SMILES: [CH2:25]([SiH:26]([CH2:27][CH3:28])[CH2:29][CH3:30])[CH3:31].[CH3:1][N:2]([S:3](=[O:4])(=[O:5])[n:6]1[cH:7][n:8][c:9]([CH3:23])[c:10]1[CH:11]([OH:12])[c:13]1[cH:14][c:15]2[c:16]([cH:21][cH:22]1)[O:17][CH2:18][CH2:19][O:20]2)[CH3:24].[Cl:39][CH2:40][Cl:41].[OH:32][C:33]([C:34]([F:35])([F:36])[F:37])=[O:38]>>[CH3:1][N:2]([S:3](=[O:4])(=[O:5])[n:6]1[cH:7][n:8][c:9]([CH3:23])[c:10]1[CH2:11][c:13]1[cH:14][c:15]2[c:16]([cH:21][cH:22]1)[O:17][CH2:18][CH2:19][O:20]2)[CH3:24].